Dataset: the Open Reaction Database (ORD), a public repository of structured organic reaction records. Task: describe an organic reaction: reactants, conditions, products, and yield The yield is 75.8%. The product is C(C1=CC=CC=C1)[C@@H](CN(C)C)N ((1S)-1-Benzyl-2-(dimethylamino) Ethylamine). RXN SMILES: [H-].[Al+3].[Li+].[H-].[H-].[H-].[NH2:7][C@@H:8]([CH2:14][C:15]1[CH:20]=[CH:19][CH:18]=[CH:17][CH:16]=1)[C:9]([N:11]([CH3:13])[CH3:12])=O.C(OCC)(=O)C.[OH-].[Na+]>CCOCC.O1CCCC1>[CH2:14]([C@H:8]([NH2:7])[CH2:9][N:11]([CH3:13])[CH3:12])[C:15]1[CH:20]=[CH:19][CH:18]=[CH:17][CH:16]=1 |f:0.1.2.3.4.5,8.9|. Reactants: N[C@H](C(=O)N(C)C)CC1=CC=CC=C1 ((2S)-2-amino-N1,N1-dimethyl-3-phenylpropionamide), [H-].[Al+3].[Li+].[H-].[H-].[H-] (Lithium aluminum hydride), [OH-].[Na+] (sodium hydroxide), C(C)(=O)OCC (Ethyl acetate). Conditions: time 1.5 hour. Solvent: O1CCCC1 (tetrahydrofuran), CCOCC (ether). Procedure details: Lithium aluminum hydride (759 mg) was suspended in anhydrous ether (20 ml) with ice cooling in the nitrogen gas atmosphere and then a solution of (2S)-2-amino-N1,N1-dimethyl-3-phenylpropionamide (1.92 g) in anhydrous tetrahydrofuran (10 ml) was dropwise added to the resulting suspension. This mixture was stirred at room temperature for 1.5 hour. Ethyl acetate was gradually and dropwise added to the reaction liquid till the latter did not undergo foaming any more, with ice cooling. Then a 2N aque... The reactants are CCCCc1c(Cc2ccc(-c3ccccc3C#N)cc2)c(=O)n(C2CCC(=O)CC2)c2ncnn12, CC(O)C(C)CO, Cc1ccccc1, O, Cc1ccc(S(=O)(=O)O)cc1. The product is CCCCc1c(Cc2ccc(-c3ccccc3C#N)cc2)c(=O)n(C2CCC3(CC2)OC(C)C(C)O3)c2ncnn12. Reaction SMILES: [CH2:1]([CH2:2][CH2:3][CH3:4])[c:5]1[c:6]([CH2:22][c:23]2[cH:24][cH:25][c:26](-[c:29]3[c:30]([C:35]#[N:36])[cH:31][cH:32][cH:33][cH:34]3)[cH:27][cH:28]2)[c:7](=[O:21])[n:8]([CH:14]2[CH2:15][CH2:16][C:17](=[O:20])[CH2:18][CH2:19]2)[c:9]2[n:10]1[n:11][cH:12][n:13]2.[CH3:37][CH:38]([CH2:39][OH:40])[CH:41]([OH:42])[CH3:43].[CH3:56][c:57]1[cH:58][cH:59][cH:60][cH:61][cH:62]1.[OH2:44].[c:45]1([CH3:46])[cH:47][cH:48][c:49]([S:50]([OH:51])(=[O:52])=[O:53])[cH:54][cH:55]1>>[CH2:1]([CH2:2][CH2:3][CH3:4])[c:5]1[c:6]([CH2:22][c:23]2[cH:24][cH:25][c:26](-[c:29]3[c:30]([C:35]#[N:36])[cH:31][cH:32][cH:33][cH:34]3)[cH:27][cH:28]2)[c:7](=[O:21])[n:8]([CH:14]2[CH2:15][CH2:16][C:17]3([CH2:18][CH2:19]2)[O:20][CH:38]([CH3:37])[CH:41]([CH3:43])[O:42]3)[c:9]2[n:10]1[n:11][cH:12][n:13]2.